Dataset: the Open Reaction Database (ORD), a public repository of structured organic reaction records. Task: describe an organic reaction: reactants, conditions, products, and yield Starting materials: Cc1ccccc1, NCCc1ccc(Cl)cc1, O=C1CCN(C(=O)c2ccc(-n3cncn3)cc2)CC1, Cc1ccc(S(=O)(=O)O)cc1. The product is O=C(c1ccc(-n2cncn2)cc1)N1CCC(NCCc2ccc(Cl)cc2)CC1. Reaction SMILES: [CH3:42][c:43]1[cH:44][cH:45][cH:46][cH:47][cH:48]1.[Cl:32][c:33]1[cH:34][cH:35][c:36]([CH2:39][CH2:40][NH2:41])[cH:37][cH:38]1.[O:12]=[C:13]1[CH2:14][CH2:15][N:16]([C:19]([c:20]2[cH:21][cH:22][c:23](-[n:26]3[n:27][cH:28][n:29][cH:30]3)[cH:24][cH:25]2)=[O:31])[CH2:17][CH2:18]1.[c:1]1([CH3:2])[cH:3][cH:4][c:5]([S:6]([OH:7])(=[O:8])=[O:9])[cH:10][cH:11]1>>[CH:13]1([NH:41][CH2:40][CH2:39][c:36]2[cH:35][cH:34][c:33]([Cl:32])[cH:38][cH:37]2)[CH2:14][CH2:15][N:16]([C:19]([c:20]2[cH:21][cH:22][c:23](-[n:26]3[n:27][cH:28][n:29][cH:30]3)[cH:24][cH:25]2)=[O:31])[CH2:17][CH2:18]1. Reactants: ClC1=C(O)C(=C(C(=C1Cl)O)C#N)C#N (2,3-dichloro-5,6-dicyanohydroquinone), ClC1=NC(=NC=C1)SC (4-chloro-2-methylthiopyrimidine), aqueous solution, [OH-].[Na+] (sodium hydroxide), C[Li] (methyllithium). The solvent is O1CCCC1 (tetrahydrofuran), C(C)OCC (diethyl ether), O1CCCC1 (tetrahydrofuran), O (water), C(C)OCC (diethyl ether). Conditions: temperature 0 celsius, time 1 hour. Product: ClC1=NC(=NC(=C1)C)SC (4-chloro-6-methyl-2-methylthiopyrimidine). RXN SMILES: [Cl:1][C:2]1[CH:7]=[CH:6][N:5]=[C:4]([S:8][CH3:9])[N:3]=1.C[Li].Cl[C:13]1C(Cl)=C(O)C(C#N)=C(C#N)C=1O.[OH-].[Na+]>C(OCC)C.O1CCCC1.O>[Cl:1][C:2]1[CH:7]=[C:6]([CH3:13])[N:5]=[C:4]([S:8][CH3:9])[N:3]=1 |f:3.4|. Procedure details: 5.93 mL of 4-chloro-2-methylthiopyrimidine was dissolved in 50 mL of diethyl ether, and 100 mL of a 1 M diethyl ether solution of methyllithium was gradually added to the solution at −78° C. The reaction solution was stirred at 0° C. for 1 hour, and then a solution prepared by mixing 2.3 mL of water and 15 mL of tetrahydrofuran was added to the reaction mixture. The reaction mixture was stirred at the same temperature for 10 minutes, and then 50 mL of a tetrahydrofuran solution containing 13.7 g... Starting materials: COC(=O)C(CI)NC(=O)OC(C)(C)C, O=C([O-])[O-], CCOC(C)=O, CN(C)C=O, CC(=O)Cc1ccc(Cl)cc1, [Cs+], [Cs+]. Product: COC(=O)C(CC(C(C)=O)c1ccc(Cl)cc1)NC(=O)OC(C)(C)C. RXN SMILES: [C:1]([CH3:2])([CH3:3])([CH3:4])[O:5][C:6](=[O:7])[NH:8][CH:9]([CH2:10][I:11])[C:12](=[O:13])[O:14][CH3:15].[C:27](=[O:28])([O-:29])[O-:30].[CH3:33][CH2:34][O:35][C:36]([CH3:37])=[O:38].[CH3:39][N:40]([CH3:41])[CH:42]=[O:43].[Cl:16][c:17]1[cH:18][cH:19][c:20]([CH2:23][C:24]([CH3:25])=[O:26])[cH:21][cH:22]1.[Cs+:31].[Cs+:32]>>[C:1]([CH3:2])([CH3:3])([CH3:4])[O:5][C:6](=[O:7])[NH:8][CH:9]([CH2:10][CH:23]([c:20]1[cH:19][cH:18][c:17]([Cl:16])[cH:22][cH:21]1)[C:24]([CH3:25])=[O:26])[C:12](=[O:13])[O:14][CH3:15].